Dataset: the Open Reaction Database (ORD), a public repository of structured organic reaction records. Task: describe an organic reaction: reactants, conditions, products, and yield Reactants: CON=C(C[N+](=O)[O-])C1=C(C=CC=C1)O (1-(2-hydroxy-phenyl)-2-nitro-ethanone O-methyl-oxime), C([O-])(O)=O.[Na+] (sodium bicarbonate). The solvent is O (water). Conditions: temperature 92.5 celsius, time 30 minute. Product: CON=C1C(OC2=C1C=CC=C2)=NO (benzofuran-2,3-dione 3-(O-methyl-oxime) 2-oxime). Yield: 87.4%. RXN SMILES: [CH3:1][O:2][N:3]=[C:4]([C:9]1[CH:14]=[CH:13][CH:12]=[CH:11][C:10]=1[OH:15])[CH2:5][N+:6]([O-])=[O:7].C(=O)(O)[O-].[Na+]>O>[CH3:1][O:2][N:3]=[C:4]1[C:9]2[CH:14]=[CH:13][CH:12]=[CH:11][C:10]=2[O:15][C:5]1=[N:6][OH:7] |f:1.2|. Procedure details: 71.8 g of 1-(2-hydroxy-phenyl)-2-nitro-ethanone O-methyl-oxime are added to a solution of 121 g (0.342 mol) of sodium bicarbonate in 700 ml of water. Within 30 minutes, the mixture is heated to 90-95° C., on which undissolved starting material melts and reacts and the product crystallizes out. The mixture is cooled to 20° C. and the product is filtered off, washed with 500 ml of water a little at a time and air-dried. 57.4 g (91.3% of theory) of benzofuran-2,3-dione 3-(O-methyl-oxime) 2-oxime ar... Starting materials: C(C)(C)(C)OC(COCCOCCNC(=O)OCC1C2=CC=CC=C2C=2C=CC=CC12)=O (8-(9-Fluorenylmethoxycarbonylamino)-3,6-dioxaoctanoic acid tert-butylester), N1CCCCC1 (piperidine). Solvent: CN(C)C=O (DMF). Product: C(C)(C)(C)OC(COCCOCCN)=O (8-Amino-3,6-dioxaoctanoic Acid tert-butyl Ester). RXN SMILES: [C:1]([O:5][C:6](=[O:32])[CH2:7][O:8][CH2:9][CH2:10][O:11][CH2:12][CH2:13][NH:14]C(OCC1C2C=CC=CC=2C2C1=CC=CC=2)=O)([CH3:4])([CH3:3])[CH3:2].N1CCCCC1>CN(C=O)C>[C:1]([O:5][C:6](=[O:32])[CH2:7][O:8][CH2:9][CH2:10][O:11][CH2:12][CH2:13][NH2:14])([CH3:4])([CH3:2])[CH3:3]. Procedure: 100 mg (0.226 mmol) of 8-(9-Fluorenylmethoxycarbonylamino)-3,6-dioxaoctanoic acid tert-butylester in 1 mL of dry DMF were treated with piperidine (89.5 μL; 0.862 mmol) at r.t. for 3 hours. The solvent was evaporated and the residue purified by chromatography on silica gel with a gradient cHex→EtOAc→EtOAc MeOH (1:1)+3% MeOH. Yield: 12 mg (24%) of the title compound. ESI MS: 220.08 [M+H]+.